describe an organic reaction: reactants, conditions, products, and yield From a dataset of the Open Reaction Database (ORD), a public repository of structured organic reaction records. The reactants are BrC=1C=NN2C1N=CC(=C2)OC(F)F (3-Bromo-6-(difluoromethoxy)pyrazolo[1,5-a]pyrimidine), C(C)(C)(C)OC(N[C@H]1[C@H](C(CCC1)(F)F)NC(=O)C=1SC(=C(C1)B1OC(C(O1)(C)C)(C)C)CC)=O (tert-butyl[(1R,2R)-2-({[5-ethyl-4-(4,4,5,5-tetramethyl-1,3,2-dioxaborolan-2-yl)thiophen-2-yl]carbonyl}amino)-3,3-difluorocyclohexyl]carbamate), C(=O)([O-])[O-].[Na+].[Na+] (Na2CO3). The reagents and catalysts are C=1C=CC(=CC1)[P](C=2C=CC=CC2)(C=3C=CC=CC3)[Pd]([P](C=4C=CC=CC4)(C=5C=CC=CC5)C=6C=CC=CC6)([P](C=7C=CC=CC7)(C=8C=CC=CC8)C=9C=CC=CC9)[P](C=1C=CC=CC1)(C=1C=CC=CC1)C=1C=CC=CC1 (Pd(PPh3)4). Run in CN(C)C=O (DMF). Reaction conditions: temperature 85 celsius. The product is C(C)(C)(C)OC(N[C@H]1[C@H](C(CCC1)(F)F)NC(=O)C=1SC(=C(C1)C=1C=NN2C1N=CC(=C2)OC(F)F)CC)=O (tert-Butyl{(1R,2R)-2-[({4-[6-(difluoromethoxy)pyrazolo[1,5-a]pyrimidin-3-yl]-5-ethylthiophen-2-yl}carbonyl)amino]-3,3-difluorocyclohexyl}carbamate). Yield: 56.1%. As a reaction SMILES: Br[C:2]1[CH:3]=[N:4][N:5]2[CH:10]=[C:9]([O:11][CH:12]([F:14])[F:13])[CH:8]=[N:7][C:6]=12.[C:15]([O:19][C:20](=[O:49])[NH:21][C@@H:22]1[CH2:27][CH2:26][CH2:25][C:24]([F:29])([F:28])[C@@H:23]1[NH:30][C:31]([C:33]1[S:34][C:35]([CH2:47][CH3:48])=[C:36](B2OC(C)(C)C(C)(C)O2)[CH:37]=1)=[O:32])([CH3:18])([CH3:17])[CH3:16].C([O-])([O-])=O.[Na+].[Na+]>C1C=CC([P]([Pd]([P](C2C=CC=CC=2)(C2C=CC=CC=2)C2C=CC=CC=2)([P](C2C=CC=CC=2)(C2C=CC=CC=2)C2C=CC=CC=2)[P](C2C=CC=CC=2)(C2C=CC=CC=2)C2C=CC=CC=2)(C2C=CC=CC=2)C2C=CC=CC=2)=CC=1.CN(C=O)C>[C:15]([O:19][C:20](=[O:49])[NH:21][C@@H:22]1[CH2:27][CH2:26][CH2:25][C:24]([F:29])([F:28])[C@@H:23]1[NH:30][C:31]([C:33]1[S:34][C:35]([CH2:47][CH3:48])=[C:36]([C:2]2[CH:3]=[N:4][N:5]3[CH:10]=[C:9]([O:11][CH:12]([F:14])[F:13])[CH:8]=[N:7][C:6]=23)[CH:37]=1)=[O:32])([CH3:18])([CH3:17])[CH3:16] |f:2.3.4,^1:59,61,80,99|. Procedure details: 3-Bromo-6-(difluoromethoxy)pyrazolo[1,5-a]pyrimidine (0.030 g, 0.114 mmol), tert-butyl[(1R,2R)-2-({[5-ethyl-4-(4,4,5,5-tetramethyl-1,3,2-dioxaborolan-2-yl)thiophen-2-yl]carbonyl}amino)-3,3-difluorocyclohexyl]carbamate (0.059 g, 0.115 mmol), Pd(PPh3)4 (6.57 mg, 0.007 mmol), and 2 M Na2CO3 (aq) (0.170 mL, 0.341 mmol) were placed in a sealed tube and DMF (1.14 mL) added. The mixture was purged with N2 for 5 min. The reaction was heated to 85° C. for 16 h. The mixture was cooled to room temperature,... Reactants: CCCc1c(OCCCOc2ccc(C(=O)C(=O)OCC)cc2)ccc(C(C)=O)c1O, CO, [Na+], [Na+], O=C([O-])[O-], O. Product: CCCc1c(OCCCOc2ccc(C(=O)C(=O)O)cc2)ccc(C(C)=O)c1O. Reaction SMILES: [CH2:1]([CH3:2])[O:3][C:4]([C:5]([c:6]1[cH:7][cH:8][c:9]([O:12][CH2:13][CH2:14][CH2:15][O:16][c:17]2[c:18]([CH2:27][CH2:28][CH3:29])[c:19]([OH:26])[c:20]([C:23]([CH3:24])=[O:25])[cH:21][cH:22]2)[cH:10][cH:11]1)=[O:30])=[O:31].[CH3:38][OH:39].[Na+:32].[Na+:33].[O-:34][C:35](=[O:36])[O-:37].[OH2:40]>>[O:3]=[C:4]([C:5]([c:6]1[cH:7][cH:8][c:9]([O:12][CH2:13][CH2:14][CH2:15][O:16][c:17]2[c:18]([CH2:27][CH2:28][CH3:29])[c:19]([OH:26])[c:20]([C:23]([CH3:24])=[O:25])[cH:21][cH:22]2)[cH:10][cH:11]1)=[O:30])[OH:31]. Starting materials: FC(C1=CC=C(C=C1)B(O)O)(F)F (4-trifluoromethylbenzene boronic acid), BrC1=CC=C(S1)S(=O)(=O)N1C=CC=C1 (N-(5-bromothiophene sulfonyl)pyrrole). Yields the product FC(C1=CC=C(C=C1)C1=CC=C(S1)S(=O)(=O)N1C=CC=C1)(F)F (N-{5-[4-(trifluoromethyl)phenyl]thiophene-2-sulfonyl}pyrrole), sulfonamide. The yield is 75.0%. Reaction SMILES: [F:1][C:2]([F:13])([F:12])[C:3]1[CH:8]=[CH:7][C:6](B(O)O)=[CH:5][CH:4]=1.Br[C:15]1[S:19][C:18]([S:20]([N:23]2[CH:27]=[CH:26][CH:25]=[CH:24]2)(=[O:22])=[O:21])=[CH:17][CH:16]=1>>[F:1][C:2]([F:13])([F:12])[C:3]1[CH:8]=[CH:7][C:6]([C:15]2[S:19][C:18]([S:20]([N:23]3[CH:27]=[CH:26][CH:25]=[CH:24]3)(=[O:21])=[O:22])=[CH:17][CH:16]=2)=[CH:5][CH:4]=1. Procedure details: N-{5-[4-(trifluoromethyl)phenyl]thiophene-2-sulfonyl}pyrrole was prepared in the same manner as described in Example 32C using 4-trifluoromethylbenzene boronic acid and N-(5-bromothiophene sulfonyl)pyrrole. Purification by column chromatography using 2% ethyl acetate/hexanes gave the pure sulfonamide as a white powder in 75% yield. Reactants: OOS(=O)[O-].[K+] (Oxone), CC(CC1CCOCC1)(C=1NC(=CC1)C1=NC=CC=C1)C1=NC=C(C=C1)SC (2-[1-methyl-1-(5-(pyridin-2-yl)-1H-pyrrol-2-yl)-2-(tetrahydro-2H-pyran-4-yl)ethyl]-5-(methylsulfanyl)pyridine), O1CCCC1 (tetrahydrofuran), O (water). Solvent: CO (methanol), C(C)(=O)OCC (ethyl acetate). Conditions: time 1.5 hour. Product: CC(CC1CCOCC1)(C=1NC(=CC1)C1=NC=CC=C1)C1=NC=C(C=C1)S(=O)(=O)C (2-[1-methyl-1-(5-(pyridin-2-yl)-1H-pyrrol-2-yl)-2-(tetrahydro-2H-pyran-4-yl)ethyl]-5-(methylsulfonyl)pyridine). Isolated yield 61.0%. As a reaction SMILES: [CH3:1][C:2]([C:21]1[CH:26]=[CH:25][C:24](SC)=[CH:23][N:22]=1)([C:10]1[NH:11][C:12]([C:15]2[CH:20]=[CH:19][CH:18]=[CH:17][N:16]=2)=[CH:13][CH:14]=1)[CH2:3][CH:4]1[CH2:9][CH2:8][O:7][CH2:6][CH2:5]1.O1CCC[CH2:30]1.O.O[O:36][S:37]([O-:39])=O.[K+]>C(OCC)(=O)C.CO>[CH3:1][C:2]([C:21]1[CH:26]=[CH:25][C:24]([S:37]([CH3:30])(=[O:39])=[O:36])=[CH:23][N:22]=1)([C:10]1[NH:11][C:12]([C:15]2[CH:20]=[CH:19][CH:18]=[CH:17][N:16]=2)=[CH:13][CH:14]=1)[CH2:3][CH:4]1[CH2:5][CH2:6][O:7][CH2:8][CH2:9]1 |f:3.4|. Procedure: To a mixture of 2-[1-methyl-1-(5-(pyridin-2-yl)-1H-pyrrol-2-yl)-2-(tetrahydro-2H-pyran-4-yl)ethyl]-5-(methylsulfanyl)pyridine (84.0 mg), tetrahydrofuran (1 mL), water (1 mL) and methanol (1 mL) was added Oxone (registered trademark) (157 mg), and the mixture was stirred at room temperature for 1.5 hr. The reaction mixture was diluted with ethyl acetate, and washed with saturated aqueous sodium hydrogen carbonate solution. The ethyl acetate layer was dried (MgSO4) and concentrated. The residue wa... Starting materials: FC1=CC=C(C=O)C=C1 (4-fluorobenzaldehyde), C(C)(=O)OCC (ethyl acetate), CC(=O)C (acetone), [OH-].[Na+] (sodium hydroxide), O (water). Conditions: time 30 minute. Yields the product FC1=CC=C(C=C1)C=CC(C)=O (4-(4-fluorophenyl)-3-buten-2-one). Yield: 82.3%. RXN SMILES: [F:1][C:2]1[CH:9]=[CH:8][C:5]([CH:6]=O)=[CH:4][CH:3]=1.[OH-].[Na+].O.C(OCC)(=O)C.[CH3:19][C:20]([CH3:22])=[O:21]>>[F:1][C:2]1[CH:9]=[CH:8][C:5]([CH:6]=[CH:19][C:20](=[O:21])[CH3:22])=[CH:4][CH:3]=1 |f:1.2|. Procedure: In a 250 ml single neck flask was charged 12.4 g (100 mmoles,1.0 eq) of 4-fluorobenzaldehyde dissolved in 30 ml of acetone. To this was added 5 g of 10% aqueous sodium hydroxide solution (12.5 mmoles, 0.125 eq), dropwise and during the course of addition, temperature was kept no higher than 25° C., while the mixture was agitated continuously for 30 minutes. To the mixture was added 50 ml of water, followed by 100 ml of ethyl acetate, the phases were separated and the organic phase was washed wit... Reactants: CCOC(=O)CCCCCCCl, [H-], [I-], [Na+], [Na+], CN(C)C=O, O=c1[nH]c2ccccc2n1-c1ccccc1. The product is CCOC(=O)CCCCCCn1c(=O)n(-c2ccccc2)c2ccccc21. Reaction SMILES: [CH2:19]([CH3:20])[O:21][C:22]([CH2:23][CH2:24][CH2:25][CH2:26][CH2:27][CH2:28][Cl:29])=[O:30].[H-:2].[I-:32].[Na+:1].[Na+:31].[O:33]=[CH:34][N:35]([CH3:36])[CH3:37].[c:3]1(-[n:9]2[c:10](=[O:18])[nH:11][c:12]3[c:13]2[cH:14][cH:15][cH:16][cH:17]3)[cH:4][cH:5][cH:6][cH:7][cH:8]1>>[c:3]1(-[n:9]2[c:10](=[O:18])[n:11]([CH2:28][CH2:27][CH2:26][CH2:25][CH2:24][CH2:23][C:22]([O:21][CH2:19][CH3:20])=[O:30])[c:12]3[c:13]2[cH:14][cH:15][cH:16][cH:17]3)[cH:4][cH:5][cH:6][cH:7][cH:8]1.